From a dataset of the Open Reaction Database (ORD), a public repository of structured organic reaction records. describe an organic reaction: reactants, conditions, products, and yield Starting materials: FC1=C(C=C(C=C1)CO)[N+](=O)[O-] ((4-Fluoro-3-nitro-phenyl)-methanol), P(Br)(Br)Br (PBr3). The solvent is C1(=CC=CC=C1)C (toluene). Product: BrCC1=CC(=C(C=C1)F)[N+](=O)[O-] (4-Bromomethyl-1-fluoro-2-nitro-benzene). Isolated yield 81.0%. Reaction SMILES: [F:1][C:2]1[CH:7]=[CH:6][C:5]([CH2:8]O)=[CH:4][C:3]=1[N+:10]([O-:12])=[O:11].P(Br)(Br)[Br:14]>C1(C)C=CC=CC=1>[Br:14][CH2:8][C:5]1[CH:6]=[CH:7][C:2]([F:1])=[C:3]([N+:10]([O-:12])=[O:11])[CH:4]=1. Procedure details: (4-Fluoro-3-nitro-phenyl)-methanol (100 mg, 0.58 mmol) was dissolved in toluene (1 ml) under nitrogen. PBr3 (225 mg, 0.83 mmol) was added and the reaction was allowed to stir at room temperature. The solvent was removed under vacuum. The reaction mixture was partitioned between ethyl acetate and brine. The organic layer was washed with brine two additional times, dried over MgSO4, and the solvent removed to yield the title product as a yellow oil (110 mg (81%), 0.47 mmol). 1H NMR (DMSO-d6): δ=8.... Starting materials: OC1=C(C=NC2=CC=CC=C12)C1=NN=NN1C (4-hydroxy-3-(1-methyl-1H-tetrazol-5-yl)quinoline), C(C)I (ethyl iodide), C([O-])([O-])=O.[K+].[K+] (potassium carbonate). Solvent: CN(C=O)C (dimethylformamide). Yields the product C(C)N1C=C(C(C2=CC=CC=C12)=O)C1=NN=NN1C (1-ethyl-3-(1-methyl-1H-tetrazol-5-yl)-4-quinolone). Reaction SMILES: [OH:1][C:2]1[C:11]2[C:6](=[CH:7][CH:8]=[CH:9][CH:10]=2)[N:5]=[CH:4][C:3]=1[C:12]1[N:16]([CH3:17])[N:15]=[N:14][N:13]=1.[CH2:18](I)[CH3:19].C(=O)([O-])[O-].[K+].[K+]>CN(C)C=O>[CH2:18]([N:5]1[C:6]2[C:11](=[CH:10][CH:9]=[CH:8][CH:7]=2)[C:2](=[O:1])[C:3]([C:12]2[N:16]([CH3:17])[N:15]=[N:14][N:13]=2)=[CH:4]1)[CH3:19] |f:2.3.4|. Procedure details: A mixture of 4-hydroxy-3-(1-methyl-1H-tetrazol-5-yl)quinoline (2 g), ethyl iodide (1.1 ml), anhydrous potassium carbonate (1.83 g) and dimethylformamide (100 ml) was stirred and heated on a steam bath for 18 hours. The mixture was evaporated under reduced pressure and the residue dissolved in industrial methylated spirit (100 ml). Dilution with diethyl ether (100 ml) gave a white precipitate which was collected and extracted with hot dichloromethane (100 ml). The extract was evaporated to give t... Starting materials: CO, CCOC(C)=O, CS(=O)(=O)c1ccc([N+](=O)[O-])cn1, [H][H]. Product: CS(=O)(=O)c1ccc(N)cn1. RXN SMILES: [CH3:16][OH:17].[CH3:18][CH2:19][O:20][C:21](=[O:22])[CH3:23].[CH3:1][S:2](=[O:3])(=[O:4])[c:5]1[n:6][cH:7][c:8]([N+:11]([O-:12])=[O:13])[cH:9][cH:10]1.[H:14][H:15]>>[CH3:1][S:2](=[O:3])(=[O:4])[c:5]1[n:6][cH:7][c:8]([NH2:11])[cH:9][cH:10]1. Isolated yield 70.6%. Run at temperature 60 celsius, time 20 minute. Reported procedure: A stirred mixture of 1-(4-mercaptophenyl)ethanone (0.76 g) in dimethylformamide (10 mL) under argon was treated with 55% sodium hydride (0.218 g), stirred for 20 minutes and treated with 2-(cyclooctyloxy)ethyl methanesulfonate (1.25 g). The mixture was heated at 60° C. overnight, cooled, diluted with water, extracted twice with dichloromethane, and the organic layers were washed with water. The combined organic layers were dried (Na2SO4), filtered, and evaporated to give crude material which was... The product is C1(CCCCCCC1)OCCSC1=CC=C(C=C1)C(C)=O (1-[4-[[2-(cyclooctyloxy)ethyl]thio]phenyl]ethanone). The solvent is O (water), CN(C=O)C (dimethylformamide). RXN SMILES: [SH:1][C:2]1[CH:7]=[CH:6][C:5]([C:8](=[O:10])[CH3:9])=[CH:4][CH:3]=1.[H-].[Na+].CS(O[CH2:18][CH2:19][O:20][CH:21]1[CH2:28][CH2:27][CH2:26][CH2:25][CH2:24][CH2:23][CH2:22]1)(=O)=O>CN(C)C=O.O>[CH:21]1([O:20][CH2:19][CH2:18][S:1][C:2]2[CH:7]=[CH:6][C:5]([C:8](=[O:10])[CH3:9])=[CH:4][CH:3]=2)[CH2:28][CH2:27][CH2:26][CH2:25][CH2:24][CH2:23][CH2:22]1 |f:1.2|. The reactants are [H-].[Na+] (sodium hydride), SC1=CC=C(C=C1)C(C)=O (1-(4-mercaptophenyl)ethanone), CS(=O)(=O)OCCOC1CCCCCCC1 (2-(cyclooctyloxy)ethyl methanesulfonate). Reactants: Br, Br, CC(=O)O, CCC1Cc2cc(OCC(=O)O)c(Cl)cc2C1=O. Product: CCC1(Br)Cc2cc(OCC(=O)O)c(Cl)cc2C1=O. Reaction SMILES: [Br:19].[BrH:20].[CH3:21][C:22](=[O:23])[OH:24].[O:1]=[C:2]1[CH:3]([CH2:17][CH3:18])[CH2:4][c:5]2[cH:6][c:7]([O:12][CH2:13][C:14](=[O:15])[OH:16])[c:8]([Cl:11])[cH:9][c:10]21>>[O:1]=[C:2]1[C:3]([CH2:17][CH3:18])([Br:20])[CH2:4][c:5]2[cH:6][c:7]([O:12][CH2:13][C:14](=[O:15])[OH:16])[c:8]([Cl:11])[cH:9][c:10]21. Starting materials: O[C@H](CCN1CCC(CC1)C=1C=C(C=CC1)NC(C(C)C)=O)C1=CC=CC=C1 (N-(3-{1-[(3R)-3-hydroxy-3-phenylpropyl]-4-piperidinyl}phenyl)-2-methylpropanamide), FC(C1=CC=C(C=C1)O)(F)F (4-trifluoromethylphenol), C1(=CC=CC=C1)P(C1=CC=CC=C1)C1=CC=CC=C1 (triphenylphosphine), N(=NC(=O)OCC)C(=O)OCC (diethyl azodicarboxylate), N (NH3). Run in C1CCOC1 (THF), C(Cl)(Cl)Cl (CHCl3). Run at time 3 day. Yields the product CC(C(=O)NC1=CC(=CC=C1)C1CCN(CC1)CC[C@H](OC1=CC=C(C=C1)C(F)(F)F)C1=CC=CC=C1)C (2-METHYL-N-[3-(1-{(3S)-3-PHENYL-3-[4-(TRIFLUOROMETHYL)PHENOXY]PROPYL}-4-PIPERIDINYL)PHENYL]PROPANAMIDE). Isolated yield 38.9%. As a reaction SMILES: [OH:1][C@@H:2]([C:23]1[CH:28]=[CH:27][CH:26]=[CH:25][CH:24]=1)[CH2:3][CH2:4][N:5]1[CH2:10][CH2:9][CH:8]([C:11]2[CH:12]=[C:13]([NH:17][C:18](=[O:22])[CH:19]([CH3:21])[CH3:20])[CH:14]=[CH:15][CH:16]=2)[CH2:7][CH2:6]1.[F:29][C:30]([F:39])([F:38])[C:31]1[CH:36]=[CH:35][C:34](O)=[CH:33][CH:32]=1.C1(P(C2C=CC=CC=2)C2C=CC=CC=2)C=CC=CC=1.N(C(OCC)=O)=NC(OCC)=O.N>C1COCC1.C(Cl)(Cl)Cl>[CH3:20][CH:19]([CH3:21])[C:18]([NH:17][C:13]1[CH:14]=[CH:15][CH:16]=[C:11]([CH:8]2[CH2:9][CH2:10][N:5]([CH2:4][CH2:3][C@@H:2]([C:23]3[CH:24]=[CH:25][CH:26]=[CH:27][CH:28]=3)[O:1][C:34]3[CH:35]=[CH:36][C:31]([C:30]([F:39])([F:38])[F:29])=[CH:32][CH:33]=3)[CH2:6][CH2:7]2)[CH:12]=1)=[O:22]. Procedure: A mixture of N-(3-{1-[(3R)-3-hydroxy-3-phenylpropyl]-4-piperidinyl}phenyl)-2-methylpropanamide (9.53 mg, 0.0250 mmol), 4-trifluoromethylphenol (8.100 mg, 0.050 mmol), triphenylphosphine (9.8 mg, 0.0375 mmol) and diethyl azodicarboxylate (5.22 mg, 0.0300 mmol) in THF (1.0 mL) was stirred at room temperature for 3 days. Chromatography using silica preparative TLC plates [2.5% of NH3 (2.0 M in methanol) in CHCl3] gave the desired product (5.10 mg, 38.9% yield) as a thick oil: 1H NMR δ 8.06 (s, 1H),... The reactants are Cc1cn2c(C(=O)O)cnc2s1, NCC1CC2CC2N1C(=O)c1nc(N)sc1-c1cccc(F)c1. Product: Cc1cn2c(C(=O)NCC3CC4CC4N3C(=O)c3nc(N)sc3-c3cccc(F)c3)cnc2s1. As a reaction SMILES: [CH3:24][c:25]1[cH:26][n:27]2[c:28]([s:29]1)[n:30][cH:31][c:32]2[C:33](=[O:34])[OH:35].[NH2:1][c:2]1[s:3][c:4](-[c:17]2[cH:18][c:19]([F:23])[cH:20][cH:21][cH:22]2)[c:5]([C:7](=[O:8])[N:9]2[CH:10]3[CH2:11][CH:12]3[CH2:13][CH:14]2[CH2:15][NH2:16])[n:6]1>>[NH2:1][c:2]1[s:3][c:4](-[c:17]2[cH:18][c:19]([F:23])[cH:20][cH:21][cH:22]2)[c:5]([C:7](=[O:8])[N:9]2[CH:10]3[CH2:11][CH:12]3[CH2:13][CH:14]2[CH2:15][NH:16][C:33]([c:32]2[n:27]3[cH:26][c:25]([CH3:24])[s:29][c:28]3[n:30][cH:31]2)=[O:34])[n:6]1. Reactants: ClC=1C(=NN(C1C(F)(F)F)C)C1=C(C=C(C(=C1)OC)Cl)F (4-Chloro-3-(4-chloro-2-fluoro-5-methoxyphenyl)-1-methyl-5-trifluoromethyl-1H-pyrazole), S(O)(O)(=O)=O (sulfuric acid), S(O)(O)(=O)=O (sulfuric acid), mixture, [N+](=O)(O)[O-] (nitric acid), ice water. Product: ClC=1C(=NN(C1C(F)(F)F)C)C1=C(C(=C(C=C1F)Cl)OC)[N+](=O)[O-] (4-chloro-3-(4-chloro-6-fluoro-3-methoxy-2-nitrophenyl)-1-methyl-5-trifluoromethyl-1H-pyrazole). Run at time 2 hour. Reported procedure: 4-Chloro-3-(4-chloro-2-fluoro-5-methoxyphenyl)-1-methyl-5-trifluoromethyl-1H-pyrazole (1.2 g, 3.5 mmol) was slurried with 4 ml of con. sulfuric acid and was slowly added to a stirred 4 ml mixture of con. sulfuric acid-con. nitric acid (9:1) at −15° C. Solution was allowed to stir at ambient temperature for 2 hr and then added to ice water. Extraction with ethyl acetate and removal of the solvent afforded a crude product which was chromatographed on silica gel. Elution of the column with hexane-m... RXN SMILES: [Cl:1][C:2]1[C:3]([C:12]2[CH:17]=[C:16]([O:18][CH3:19])[C:15]([Cl:20])=[CH:14][C:13]=2[F:21])=[N:4][N:5]([CH3:11])[C:6]=1[C:7]([F:10])([F:9])[F:8].S(=O)(=O)(O)O.[N+:27]([O-])([OH:29])=[O:28]>>[Cl:1][C:2]1[C:3]([C:12]2[C:13]([F:21])=[CH:14][C:15]([Cl:20])=[C:16]([O:18][CH3:19])[C:17]=2[N+:27]([O-:29])=[O:28])=[N:4][N:5]([CH3:11])[C:6]=1[C:7]([F:8])([F:10])[F:9].